This data is from the Open Reaction Database (ORD), a public repository of structured organic reaction records. The task is: describe an organic reaction: reactants, conditions, products, and yield Starting materials: OC=1C=C(C(=O)OC)C=CC1[N+](=O)[O-] (methyl 3-hydroxy-4-nitrobenzoate), [H-].[Na+] (NaH), ICC (iodoethane), O (Water). The solvent is CN(C)C=O (DMF). Conditions: time 2 hour. Product: C(C)OC=1C=C(C(=O)OC)C=CC1[N+](=O)[O-] (methyl 3-ethoxy-4-nitrobenzoate). Yield: 29.2%. RXN SMILES: [OH:1][C:2]1[CH:3]=[C:4]([CH:9]=[CH:10][C:11]=1[N+:12]([O-:14])=[O:13])[C:5]([O:7][CH3:8])=[O:6].[H-].[Na+].I[CH2:18][CH3:19].O>CN(C=O)C>[CH2:18]([O:1][C:2]1[CH:3]=[C:4]([CH:9]=[CH:10][C:11]=1[N+:12]([O-:14])=[O:13])[C:5]([O:7][CH3:8])=[O:6])[CH3:19] |f:1.2|. Procedure details: Step A To a solution of methyl 3-hydroxy-4-nitrobenzoate (Aldrich) (3 g, 15.2 mmol) in anhydrous DMF (25 mL) were added NaH (Aldrich, 60%) (0.91 g, 22.8 mmol) and iodoethane (2.61 g, 16.7 mmol) sequentially. The reaction mixture was stirred at room temperature for 2 h. Water was added. The mixture was extracted with ethyl acetate. The organic extract was washed with water, brine, dried over MgSO4, and concentrated to give methyl 3-ethoxy-4-nitrobenzoate as a light yellow solid (1.0 g, 29%).